Dataset: the Open Reaction Database (ORD), a public repository of structured organic reaction records. Task: describe an organic reaction: reactants, conditions, products, and yield Reactants: COC(CCCCC=C(C)C)=O (7-methyl-oct-6-enoic acid methyl ester), CC(C)C[AlH]CC(C)C (DIBAL-H). Solvent: C1(=CC=CC=C1)C (toluene). Reaction conditions: temperature 0 celsius, time 30 minute. The product is CC(=CCCCCCO)C (7-methyl-oct-6-en-1-ol). Isolated yield 97.8%. Reaction SMILES: C[O:2][C:3](=O)[CH2:4][CH2:5][CH2:6][CH2:7][CH:8]=[C:9]([CH3:11])[CH3:10].CC(C[AlH]CC(C)C)C>C1(C)C=CC=CC=1>[CH3:10][C:9]([CH3:11])=[CH:8][CH2:7][CH2:6][CH2:5][CH2:4][CH2:3][OH:2]. Reported procedure: To a stirred solution of 7-methyl-oct-6-enoic acid methyl ester (3.29 g, 19.4 mmol) in toluene (180 mL) was added DIBAL-H (48.5 mL, 1 M solution in hexane, 48.5 mmol) dropwise at 0° C. under N2. After stirring at 0° C. for 30 min, the reaction was quenched by MeOH (12 mL). Saturated aqueous sodium potassium tartrate (120 mL) was added to the reaction mixture. After stirring for 1 h, the organic layer was separated and the aqueous phase was extracted with ether. The combined organic layers were w... Reactants: C1CNC1, CC(=O)O, ClCCl, O=Cc1ccc(C2Nc3cccc4c(=O)[nH]nc(c34)C2c2ccc(F)cc2)cc1. Yields the product O=c1[nH]nc2c3c(cccc13)NC(c1ccc(CN3CCC3)cc1)C2c1ccc(F)cc1. RXN SMILES: [CH2:34]1[CH2:35][NH:36][CH2:37]1.[CH3:30][C:31](=[O:32])[OH:33].[Cl:38][CH2:39][Cl:40].[F:1][c:2]1[cH:3][cH:4][c:5]([CH:8]2[CH:9]([c:22]3[cH:23][cH:24][c:25]([CH:26]=[O:27])[cH:28][cH:29]3)[NH:10][c:11]3[c:12]4[c:13]2[n:14][nH:15][c:16](=[O:21])[c:17]4[cH:18][cH:19][cH:20]3)[cH:6][cH:7]1>>[F:1][c:2]1[cH:3][cH:4][c:5]([CH:8]2[CH:9]([c:22]3[cH:23][cH:24][c:25]([CH2:26][N:36]4[CH2:35][CH2:34][CH2:37]4)[cH:28][cH:29]3)[NH:10][c:11]3[c:12]4[c:13]2[n:14][nH:15][c:16](=[O:21])[c:17]4[cH:18][cH:19][cH:20]3)[cH:6][cH:7]1. Starting materials: CCN(C(C)C)C(C)C (DIPEA), BrC=1C=C2N(N=CC(=C2Cl)C(=O)N)C1 (6-bromo-4-chloropyrrolo[1,2-b]pyridazine-3-carboxamide), Cl.N[C@H](C)[C@@H](CC)C=1OC=C(N1)C(=O)N (2-((2R,3R)-2-aminopentan-3-yl)oxazole-4-carboxamide hydrochloride). Solvent: CN(C)C=O (DMF). Reaction conditions: temperature 90 celsius. Product: BrC=1C=C2N(N=CC(=C2N[C@H](C)[C@@H](CC)C=2OC=C(N2)C(=O)N)C(N)=O)C1 (2-((2R,3R)-2-((6-bromo-3-carbamoylpyrrolo[1,2-b]pyridazin-4-yl)amino)pentan-3-yl)oxazole-4-carboxamide). Yield: 93.7%. As a reaction SMILES: CCN(C(C)C)C(C)C.[Br:10][C:11]1[CH:12]=[C:13]2[C:18](Cl)=[C:17]([C:20]([NH2:22])=[O:21])[CH:16]=[N:15][N:14]2[CH:23]=1.Cl.[NH2:25][C@@H:26]([C@H:28]([C:31]1[O:32][CH:33]=[C:34]([C:36]([NH2:38])=[O:37])[N:35]=1)[CH2:29][CH3:30])[CH3:27]>CN(C=O)C>[Br:10][C:11]1[CH:12]=[C:13]2[C:18]([NH:25][C@@H:26]([C@H:28]([C:31]3[O:32][CH:33]=[C:34]([C:36]([NH2:38])=[O:37])[N:35]=3)[CH2:29][CH3:30])[CH3:27])=[C:17]([C:20](=[O:21])[NH2:22])[CH:16]=[N:15][N:14]2[CH:23]=1 |f:2.3|. Procedure details: DIPEA (1.08 ml, 6.21 mmol) was added in one portion to a solution of 6-bromo-4-chloropyrrolo[1,2-b]pyridazine-3-carboxamide (568 mg, 2.07 mmol) and 2-((2R,3R)-2-aminopentan-3-yl)oxazole-4-carboxamide hydrochloride (532 mg, 2.28 mmol) in DMF (6.9 ml). The reaction was heated to 90° C. overnight before evaporating in vacuo and treating the residue with water to precipitate 2-((2R,3R)-2-((6-bromo-3-carbamoylpyrrolo[1,2-b]pyridazin-4-yl)amino)pentan-3-yl)oxazole-4-carboxamide (843 mg, 1.94 mmol, 94%... The reactants are C1(CCC1)C(=O)O (cyclobutanecarboxylic acid), N,N'-carbonyldiimidazole, NC1=NC2=NC(=CC=C2C=C1)Cl (2-amino-7chloro-1,8-naphthyridine). Run in C(C)#N (acetonitrile). Run at temperature 20 celsius. The product is ClC1=CC=C2C=CC(=NC2=N1)NC(=O)C1CCC1 (N-(7-Chloro-1,8-naphthyridin-2-yl)cyclobutanecarboxamide). Yield: 61.8%. Reaction SMILES: [CH:1]1([C:5]([OH:7])=O)[CH2:4][CH2:3][CH2:2]1.[NH2:8][C:9]1[CH:18]=[CH:17][C:16]2[C:11](=[N:12][C:13]([Cl:19])=[CH:14][CH:15]=2)[N:10]=1>C(#N)C>[Cl:19][C:13]1[N:12]=[C:11]2[C:16]([CH:17]=[CH:18][C:9]([NH:8][C:5]([CH:1]3[CH2:2][CH2:3][CH2:4]3)=[O:7])=[N:10]2)=[CH:15][CH:14]=1. Procedure: The procedure is similar to that described in Example 1, but starting with cyclobutanecarboxylic acid (5 g), N,N'-carbonyldiimidazole (10.5 g) and 2-amino-7chloro-1,8-naphthyridine (7 g). The product produced by filtration (9 g; m.p. 192° C.) is dissolved in boiling acetonitrile (150 cc). After 3 hours' cooling at 20° C., the crystallised solid is separated by filtration, washed with ethyl ether (3×25 cc) and dried at 35° C. under reduced pressure (0.066 kPa). N-(7-Chloro-1,8-naphthyridin-2-yl)c...